This data is from the Open Reaction Database (ORD), a public repository of structured organic reaction records. The task is: describe an organic reaction: reactants, conditions, products, and yield The reactants are [F-].[K+] (potassium fluoride), C(C1=CC=CC=C1)OC(=O)N1C[C@@H](CC1)O ((3R)-N- benzyloxycarbonyl-3-hydroxypyrrolidine). Solvent: C(CO)O (ethylene glycol). The product is C(C1=CC=CC=C1)OC(=O)N1C[C@H](CC1)F ((3S)-N-benzyloxycarbonyl-3-fluoropyrrolidine). As a reaction SMILES: [F-:1].[K+].[CH2:3]([O:10][C:11]([N:13]1[CH2:17][CH2:16][C@@H:15](O)[CH2:14]1)=[O:12])[C:4]1[CH:9]=[CH:8][CH:7]=[CH:6][CH:5]=1>C(O)CO>[CH2:3]([O:10][C:11]([N:13]1[CH2:17][CH2:16][C@H:15]([F:1])[CH2:14]1)=[O:12])[C:4]1[CH:9]=[CH:8][CH:7]=[CH:6][CH:5]=1 |f:0.1|. Procedure details: A stirred mixture of 20.85 g (0.360 moles) of potassium fluoride spray-dried and 18.0 g (0.048 moles) of (3R)-N- benzyloxycarbonyl-3-hydroxypyrrolidine in 160 ml of freshly distilled ethylene glycol was kept at 85° C. for 15 h under nitrogen atmosphere.